Dataset: the Open Reaction Database (ORD), a public repository of structured organic reaction records. Task: describe an organic reaction: reactants, conditions, products, and yield The reactants are C(C)S(=O)(=O)N1CC(C1)(N1N=CC(=C1)C=1C2=C(N=CN1)N(C=C2)COCC[Si](C)(C)C)CC#N (2-(1-(Ethylsulfonyl)-3-(4-(7-((2-(trimethylsilyl)ethoxy)methyl)-7H-pyrrolo[2,3-d]pyrimidin-4-yl)-1H-pyrazol-1-yl)azetidin-3-yl)acetonitrile), LiBF4, [OH-].[NH4+] (ammonium hydroxide). Solvent: C(C)#N (acetonitrile), O (water), O (water), O (water). Run at temperature 75 celsius, time 8 hour. The product is N1=CN=C(C2=C1NC=C2)C=2C=NN(C2)C2(CN(C2)S(=O)(=O)CC)CC#N (2-(3-(4-(7H-Pyrrolo[2,3-d]pyrimidin-4-yl)-1H-pyrazol-1-yl)-1-(ethylsulfonyl)azetidin-3-yl)acetonitrile). The yield is 83.9%. As a reaction SMILES: [CH2:1]([S:3]([N:6]1[CH2:9][C:8]([CH2:32][C:33]#[N:34])([N:10]2[CH:14]=[C:13]([C:15]3[C:16]4[CH:23]=[CH:22][N:21](COCC[Si](C)(C)C)[C:17]=4[N:18]=[CH:19][N:20]=3)[CH:12]=[N:11]2)[CH2:7]1)(=[O:5])=[O:4])[CH3:2].[OH-].[NH4+]>C(#N)C.O>[N:18]1[C:17]2[NH:21][CH:22]=[CH:23][C:16]=2[C:15]([C:13]2[CH:12]=[N:11][N:10]([C:8]3([CH2:32][C:33]#[N:34])[CH2:7][N:6]([S:3]([CH2:1][CH3:2])(=[O:4])=[O:5])[CH2:9]3)[CH:14]=2)=[N:20][CH:19]=1 |f:1.2|. Procedure: To a solution of 2-(1-(ethylsulfonyl)-3-(4-(7-((2-(trimethylsilyl)ethoxy)methyl)-7H-pyrrolo[2,3-d]pyrimidin-4-yl)-1H-pyrazol-1-yl)azetidin-3-yl)acetonitrile (6, 327 g, 655 mmol) in acetonitrile (3 L) and water (300 mL) was added LiBF4 (614 g, 6.55 mol, 10.0 equiv). The resulting reaction mixture was stirred at 75° C. for overnight. The reaction mixture was cooled to 0° C. before a solution of ammonium hydroxide (NH4OH, 570 mL) in water (2.2 L) was added slowly to keep the temperature below 10° C... The reactants are Cc1ccccc1, CC(=O)O, CN(C)C=O, NCc1ccc(Cl)nc1, O, O=C1C=C(O)C(CO)O1, Cc1ccc(S(=O)(=O)O)cc1. Yields the product O=C1C=C(NCc2ccc(Cl)nc2)C(CO)O1. RXN SMILES: [CH3:19][c:20]1[cH:21][cH:22][cH:23][cH:24][cH:25]1.[CH3:38][C:39](=[O:40])[OH:41].[CH3:42][N:43]([CH3:44])[CH:45]=[O:46].[NH2:10][CH2:11][c:12]1[cH:13][n:14][c:15]([Cl:18])[cH:16][cH:17]1.[OH2:37].[OH:1][C:2]1=[CH:3][C:4](=[O:9])[O:5][CH:6]1[CH2:7][OH:8].[c:26]1([CH3:27])[cH:28][cH:29][c:30]([S:31]([OH:32])(=[O:33])=[O:34])[cH:35][cH:36]1>>[C:2]1([NH:10][CH2:11][c:12]2[cH:13][n:14][c:15]([Cl:18])[cH:16][cH:17]2)=[CH:3][C:4](=[O:9])[O:5][CH:6]1[CH2:7][OH:8]. The reactants are ClC1=NC2=CC=C(C=C2C=C1C(=O)O)Cl (2,6-dichloroquinoline-3-carboxylic acid), N[C@H](C(=O)O)CC=1SC=CC1 ((S)-2-amino-3-thiophen-2-yl-propionic acid). Product: C(=O)(O)[C@H](CC=1SC=CC1)NC1=NC2=CC=C(C=C2C=C1C(=O)O)Cl (2-((S)-1-Carboxy-2-thiophen-2-yl-ethylamino)-6-chloro-quinoline-3-carboxylic acid). As a reaction SMILES: Cl[C:2]1[C:11]([C:12]([OH:14])=[O:13])=[CH:10][C:9]2[C:4](=[CH:5][CH:6]=[C:7]([Cl:15])[CH:8]=2)[N:3]=1.[NH2:16][C@@H:17]([CH2:21][C:22]1[S:23][CH:24]=[CH:25][CH:26]=1)[C:18]([OH:20])=[O:19]>>[C:18]([C@@H:17]([NH:16][C:2]1[C:11]([C:12]([OH:14])=[O:13])=[CH:10][C:9]2[C:4](=[CH:5][CH:6]=[C:7]([Cl:15])[CH:8]=2)[N:3]=1)[CH2:21][C:22]1[S:23][CH:24]=[CH:25][CH:26]=1)([OH:20])=[O:19]. Procedure details: In close analogy to the procedure described in Example 1, 2,6-dichloroquinoline-3-carboxylic acid is reacted with (S)-2-amino-3-thiophen-2-yl-propionic acid to provide the title compound in good yield. Reactants: CCO, CS(=O)(=O)c1nc(Cl)c2ccsc2n1. As a reaction SMILES: [CH2:15]([OH:16])[CH3:17].[Cl:1][c:2]1[c:3]2[c:4]([n:5][c:6]([S:8](=[O:9])(=[O:10])[CH3:11])[n:7]1)[s:12][cH:13][cH:14]2>>[cH:2]1[c:3]2[c:4]([n:5][c:6]([S:8](=[O:9])(=[O:10])[CH3:11])[n:7]1)[s:12][cH:13][cH:14]2. The product is CS(=O)(=O)c1ncc2ccsc2n1.